The task is: describe an organic reaction: reactants, conditions, products, and yield. This data is from the Open Reaction Database (ORD), a public repository of structured organic reaction records. Reactants: CNCc1ccccc1, Cn1ccc2c1CCCC2CCCl, [I-], [K+], [K+], [Na+], O=C([O-])[O-], CN(C)C=O. The product is CN(CCC1CCCc2c1ccn2C)Cc1ccccc1. As a reaction SMILES: [CH3:14][NH:15][CH2:16][c:17]1[cH:18][cH:19][cH:20][cH:21][cH:22]1.[Cl:1][CH2:2][CH2:3][CH:4]1[c:5]2[cH:6][cH:7][n:8]([CH3:13])[c:9]2[CH2:10][CH2:11][CH2:12]1.[I-:29].[K+:23].[K+:24].[Na+:30].[O-:25][C:26]([O-:27])=[O:28].[O:31]=[CH:32][N:33]([CH3:34])[CH3:35]>>[CH2:2]([CH2:3][CH:4]1[c:5]2[cH:6][cH:7][n:8]([CH3:13])[c:9]2[CH2:10][CH2:11][CH2:12]1)[N:15]([CH3:14])[CH2:16][c:17]1[cH:18][cH:19][cH:20][cH:21][cH:22]1.